Dataset: the Open Reaction Database (ORD), a public repository of structured organic reaction records. Task: describe an organic reaction: reactants, conditions, products, and yield The reactants are CC(NC(=O)OCc1ccccc1)c1ccc(C(=O)O)cc1, CN(C)C=O, ClCCl, O=S(Cl)Cl. The product is CC(NC(=O)OCc1ccccc1)c1ccc(C(=O)Cl)cc1. RXN SMILES: [CH2:10]([c:11]1[cH:12][cH:13][cH:14][cH:15][cH:16]1)[O:17][C:18](=[O:19])[NH:20][CH:21]([CH3:22])[c:23]1[cH:24][cH:25][c:26]([C:27](=[O:28])[OH:29])[cH:30][cH:31]1.[CH3:5][N:6]([CH3:7])[CH:8]=[O:9].[Cl:32][CH2:33][Cl:34].[S:1]([Cl:2])([Cl:3])=[O:4]>>[Cl:3][C:27]([c:26]1[cH:25][cH:24][c:23]([CH:21]([NH:20][C:18]([O:17][CH2:10][c:11]2[cH:12][cH:13][cH:14][cH:15][cH:16]2)=[O:19])[CH3:22])[cH:31][cH:30]1)=[O:28]. The solvent is O (water), O (water). Reported procedure: Sodium (1Z)-3-ethoxy-3-oxoprop-1-en-1-olate (6.60 g, 47.8 mmol) was dissolved in water (1.5 mL) and in a second flask cyclopropanecarboximidamide hydrochloride (3 g, 24.88 mmol) was dissolved in water (2 mL) and the contents of the second flask were added to the first flask. The reaction was allowed to stir for 72 hours. The reaction was then transferred to a separatory funnel and extracted with chloroform and a small amount of methanol. The water layer was extracted again and the combined organ... Reaction SMILES: C(O[C:4](=[O:8])/[CH:5]=[CH:6]\[O-])C.[Na+].Cl.[CH:11]1([C:14](=[NH:16])[NH2:15])[CH2:13][CH2:12]1>O>[CH:11]1([C:14]2[N:16]=[C:4]([OH:8])[CH:5]=[CH:6][N:15]=2)[CH2:13][CH2:12]1 |f:0.1,2.3|. Yields the product C1(CC1)C1=NC=CC(=N1)O (2-Cyclopropylpyrimidin-4-ol). Reactants: C(C)OC(\C=C/[O-])=O.[Na+] (Sodium (1Z)-3-ethoxy-3-oxoprop-1-en-1-olate), Cl.C1(CC1)C(N)=N (cyclopropanecarboximidamide hydrochloride). Run at time 72 hour.